From a dataset of the Open Reaction Database (ORD), a public repository of structured organic reaction records. describe an organic reaction: reactants, conditions, products, and yield Starting materials: COc1ccc(B(O)O)cc1 (effective_coupling_partner), COC(=O)Oc2ccc1ccccc1c2 (substrate). Reagents/catalysts: dcypf. Reaction conditions: temperature 60 celsius, time 48 hour. The product is COc3ccc(c2ccc1ccccc1c2)cc3. Starting materials: COc1nc(C(F)(F)F)cc(CO[Si](C)(C)C(C)(C)C)c1CC=O, CC(=O)O[BH-](OC(C)=O)OC(C)=O, ClCCl, NC(c1ccccc1)c1ccccc1, [Na+]. The product is COc1nc(C(F)(F)F)cc(CO[Si](C)(C)C(C)(C)C)c1CCNC(c1ccccc1)c1ccccc1. RXN SMILES: [C:1]([CH3:2])([CH3:3])([CH3:4])[Si:5]([O:6][CH2:7][c:8]1[c:9]([CH2:20][CH:21]=[O:22])[c:10]([O:18][CH3:19])[n:11][c:12]([C:14]([F:15])([F:16])[F:17])[cH:13]1)([CH3:23])[CH3:24].[C:39]([O:40][BH-:41]([O:42][C:43](=[O:44])[CH3:45])[O:46][C:47](=[O:48])[CH3:49])(=[O:50])[CH3:51].[Cl:53][CH2:54][Cl:55].[NH2:25][CH:26]([c:27]1[cH:28][cH:29][cH:30][cH:31][cH:32]1)[c:33]1[cH:34][cH:35][cH:36][cH:37][cH:38]1.[Na+:52]>>[C:1]([CH3:2])([CH3:3])([CH3:4])[Si:5]([O:6][CH2:7][c:8]1[c:9]([CH2:20][CH2:21][NH:25][CH:26]([c:27]2[cH:28][cH:29][cH:30][cH:31][cH:32]2)[c:33]2[cH:34][cH:35][cH:36][cH:37][cH:38]2)[c:10]([O:18][CH3:19])[n:11][c:12]([C:14]([F:15])([F:16])[F:17])[cH:13]1)([CH3:23])[CH3:24]. Starting materials: N1(CCCCC1)CC=1C=C(CO)C=CC1 (3-(1-piperidylmethyl)-benzyl alcohol), O1C(CN2C(C=3C(C2=O)=CC=CC3)=O)C1 (N-(2,3-epoxypropyl)-phthalimide). Run at temperature 130 celsius, time 80 minute. Product: OC(CN1C(C2=CC=CC=C2C1=O)=O)COCC1=CC(=CC=C1)CN1CCCCC1 (2-[2-Hydroxy-3-[3-(piperidylmethyl)benzyloxy]propyl]-1H-isoindole-1,3-dion). The yield is 42.1%. As a reaction SMILES: [N:1]1([CH2:7][C:8]2[CH:9]=[C:10]([CH:13]=[CH:14][CH:15]=2)[CH2:11][OH:12])[CH2:6][CH2:5][CH2:4][CH2:3][CH2:2]1.[O:16]1[CH2:30][CH:17]1[CH2:18][N:19]1[C:23](=[O:24])[C:22]2=[CH:25][CH:26]=[CH:27][CH:28]=[C:21]2[C:20]1=[O:29]>>[OH:16][CH:17]([CH2:30][O:12][CH2:11][C:10]1[CH:13]=[CH:14][CH:15]=[C:8]([CH2:7][N:1]2[CH2:6][CH2:5][CH2:4][CH2:3][CH2:2]2)[CH:9]=1)[CH2:18][N:19]1[C:20](=[O:29])[C:21]2[C:22](=[CH:25][CH:26]=[CH:27][CH:28]=2)[C:23]1=[O:24]. Procedure details: A mixture of 10.25 g (0.05 mol) of 3-(1-piperidylmethyl)-benzyl alcohol and 10.15 g (0.05 mol) of N-(2,3-epoxypropyl)-phthalimide is stirred under nitrogen for 80 minutes at 130° C. The viscous resin obtained is chromatographed on silica gel, using methylene chloride/methanol 9:1. The main fraction yields 8.60 g (42%) of the title compound in the form of a light brown oil after concentration by evaporation. The reactants are C1CNCCN1, CC#N, N#Cc1cccc(F)c1C(F)(F)F, O. The product is N#Cc1cccc(N2CCNCC2)c1C(F)(F)F. RXN SMILES: [CH2:14]1[CH2:15][NH:16][CH2:17][CH2:18][NH:19]1.[CH3:21][C:22]#[N:23].[F:1][c:2]1[c:3]([C:10]([F:11])([F:12])[F:13])[c:4]([C:5]#[N:6])[cH:7][cH:8][cH:9]1.[OH2:20]>>[c:2]1([N:16]2[CH2:15][CH2:14][NH:19][CH2:18][CH2:17]2)[c:3]([C:10]([F:11])([F:12])[F:13])[c:4]([C:5]#[N:6])[cH:7][cH:8][cH:9]1. Reactants: BrC=1C=CC2=C(N(C(N2)(C)COCC)C(C)(C)C)C1 (6-bromo-1-tert-butyl-2-ethoxymethyl-2-methyl-2,3-dihydro-1H-benzoimidazole). Run in C(=O)(C(F)(F)F)O (TFA). Conditions: time 8 hour. Yields the product BrC=1C=CC2=C(N(C(=N2)C)C(C)(C)C)C1 (6-Bromo-1-tert-butyl-2-methyl-1H-benzoimidazole). Isolated yield 60.4%. RXN SMILES: [Br:1][C:2]1[CH:3]=[CH:4][C:5]2[NH:9][C:8](COCC)([CH3:10])[N:7]([C:15]([CH3:18])([CH3:17])[CH3:16])[C:6]=2[CH:19]=1>C(O)(C(F)(F)F)=O>[Br:1][C:2]1[CH:3]=[CH:4][C:5]2[N:9]=[C:8]([CH3:10])[N:7]([C:15]([CH3:17])([CH3:16])[CH3:18])[C:6]=2[CH:19]=1. Procedure details: A mixture of 6-bromo-1-tert-butyl-2-ethoxymethyl-2-methyl-2,3-dihydro-1H-benzoimidazole (Step 25.2) (2.04 g, 6.51 mmol) and TFA (10 ml) is stirred at it overnight, quenched by addition of a saturated solution of NaHCO3 (100 mL) and extracted with EtOAc (2×150 mL). The organic phase is washed with a saturated solution of NaHCO3 (2×50 mL), dried (Na2SO4), filtered and concentrated. The residue purified by silica gel column chromatography (DCM/MeOH, 1:0→98:2) to afford 1.05 g of the title compound ... Starting materials: FC(C1=CC=C(C#N)C=C1)(F)F (4-(trifluoromethyl)benzonitrile), C(C)[Mg]Br (ethyl magnesium bromide), B(F)(F)F.CCOCC (boron trifluoride etherate). Reagents/catalysts: CC([O-])C.[Ti+4].CC([O-])C.CC([O-])C.CC([O-])C (titanium isopropoxide). Solvent: CCOCC (ether). Reaction conditions: time 1 hour. The product is FC(C1=CC=C(C=C1)C1(CC1)N)(F)F (1-[4-(Trifluoromethyl)phenyl]cyclopropanamine). Isolated yield 35.7%. As a reaction SMILES: [F:1][C:2]([F:12])([F:11])[C:3]1[CH:10]=[CH:9][C:6]([C:7]#[N:8])=[CH:5][CH:4]=1.[CH2:13]([Mg]Br)[CH3:14].B(F)(F)F.CCOCC>CCOCC.CC(C)[O-].[Ti+4].CC(C)[O-].CC(C)[O-].CC(C)[O-]>[F:1][C:2]([F:11])([F:12])[C:3]1[CH:10]=[CH:9][C:6]([C:7]2([NH2:8])[CH2:14][CH2:13]2)=[CH:5][CH:4]=1 |f:2.3,5.6.7.8.9|. Procedure details: To a cold solution of 4-(trifluoromethyl)benzonitrile (1.03 g, 5.84 mmol) in ether (50 mL) was added titanium isopropoxide (1.50 mL, 5.83 mmol) and ethyl magnesium bromide (3.0M in ether) (1.55 g, 11.67 mmol) at −70° C. The reaction mass was stirred at RT for 1 h and boron trifluoride etherate (4.0 mL) was added. The reaction mass was stirred at RT for 1 h. The reaction mass was quenched in HCl:NaOH (30 mL). The reaction mass was extracted with ether and the organic layer was concentrated to aff... Reactants: C(C)(C)(C)OC(=O)NCCCCC(=O)O (5-[1-(t-Butoxy)formamido]valeric acid), NC1=CC=C(C(C(=O)O)=C1)O (5-aminosalicyclic acid). Product: C(C)(C)(C)OC(=O)NCCCCC(=O)NC1=CC=C(C(C(=O)O)=C1)O (5-[5-(1-t-butoxyformamido)valeramido]salicylic acid). Reaction SMILES: [C:1]([O:5][C:6]([NH:8][CH2:9][CH2:10][CH2:11][CH2:12][C:13]([OH:15])=O)=[O:7])([CH3:4])([CH3:3])[CH3:2].[NH2:16][C:17]1[CH:25]=[C:21]([C:22]([OH:24])=[O:23])[C:20]([OH:26])=[CH:19][CH:18]=1>>[C:1]([O:5][C:6]([NH:8][CH2:9][CH2:10][CH2:11][CH2:12][C:13]([NH:16][C:17]1[CH:25]=[C:21]([C:22]([OH:24])=[O:23])[C:20]([OH:26])=[CH:19][CH:18]=1)=[O:15])=[O:7])([CH3:2])([CH3:3])[CH3:4]. Procedure details: 5-[1-(t-Butoxy)formamido]valeric acid is coupled with 5-aminosalicyclic acid to give 5-[5-(1-t-butoxyformamido)valeramido]salicylic acid, m.p. 181° C.